This data is from the Open Reaction Database (ORD), a public repository of structured organic reaction records. The task is: describe an organic reaction: reactants, conditions, products, and yield Product: Cc1ccc(NC(=O)Nc2ccccc2)cc1Nc1ncccc1-c1ccncn1. Reaction SMILES: [CH3:1][c:2]1[c:3]([NH:9][c:10]2[n:11][cH:12][cH:13][cH:14][c:15]2-[c:16]2[n:17][cH:18][n:19][cH:20][cH:21]2)[cH:4][c:5]([NH2:8])[cH:6][cH:7]1.[CH3:31][c:32]1[cH:33][cH:34][cH:35][cH:36][cH:37]1.[O:22]=[C:23]=[N:24][c:25]1[cH:26][cH:27][cH:28][cH:29][cH:30]1>>[CH3:1][c:2]1[c:3]([NH:9][c:10]2[n:11][cH:12][cH:13][cH:14][c:15]2-[c:16]2[n:17][cH:18][n:19][cH:20][cH:21]2)[cH:4][c:5]([NH:8][C:23](=[O:22])[NH:24][c:25]2[cH:26][cH:27][cH:28][cH:29][cH:30]2)[cH:6][cH:7]1. Reactants: Cc1ccc(N)cc1Nc1ncccc1-c1ccncn1, Cc1ccccc1, O=C=Nc1ccccc1.